From a dataset of the Open Reaction Database (ORD), a public repository of structured organic reaction records. describe an organic reaction: reactants, conditions, products, and yield Starting materials: C(C)(C)(C)OC(=O)N1CCN(CC1)C1=NC=C(C=N1)C1=CC=C(C=C1)F (4-[5-(4-fluorophenyl)pyrimidin-2-yl]piperazine-1-carboxylic acid tert-butyl ester), C(C)(C)(C)OC(=O)N1CCN(CC1)C1=NC=C(C=N1)Br (4-(5-bromopyrimidin-2-yl)piperazine-1-carboxylic acid tert-butyl ester), C(#N)C1=CC=C(C=C1)B(O)O (4-cyanobenzeneboronic acid). Product: C(C)(C)(C)OC(=O)N1CCN(CC1)C1=NC=C(C=N1)C1=CC=C(C=C1)C#N (4-[5-(4-Cyanophenyl)pyrimidin-2-yl]piperazine-1-carboxylic acid tert-butyl ester). Yield: 68.0%. Reaction SMILES: [C:1]([O:5][C:6]([N:8]1[CH2:13][CH2:12][N:11]([C:14]2[N:19]=[CH:18][C:17]([C:20]3[CH:25]=[CH:24][C:23](F)=[CH:22][CH:21]=3)=[CH:16][N:15]=2)[CH2:10][CH2:9]1)=[O:7])([CH3:4])([CH3:3])[CH3:2].C(O[C:32]([N:34]1CCN(C2N=CC(Br)=CN=2)CC1)=O)(C)(C)C.C(C1C=CC(B(O)O)=CC=1)#N>>[C:1]([O:5][C:6]([N:8]1[CH2:13][CH2:12][N:11]([C:14]2[N:19]=[CH:18][C:17]([C:20]3[CH:25]=[CH:24][C:23]([C:32]#[N:34])=[CH:22][CH:21]=3)=[CH:16][N:15]=2)[CH2:10][CH2:9]1)=[O:7])([CH3:4])([CH3:3])[CH3:2]. Procedure details: Prepared according to the method for the preparation of 4-[5-(4-fluorophenyl)pyrimidin-2-yl]piperazine-1-carboxylic acid tert-butyl ester, from 4-(5-bromopyrimidin-2-yl)piperazine-1-carboxylic acid tert-butyl ester (1.00 g) and 4-cyanobenzeneboronic acid (0.47 g), to yield the title compound as a white solid (0.72 g, 68%). The reactants are C([O-])(O)=O.[Na+] (sodium bicarbonate), C(C)(C)(C)OC(=O)N[C@H](COCC1=CC=CC=C1)C(=O)O (t-butyloxycarbonyl-O-benzyl-D-serine), CI (methyl iodide). Solvent: CN(C=O)C (dimethylformamide). Run at time 18 hour. Yields the product COC([C@H](NC(=O)OC(C)(C)C)COCC1=CC=CC=C1)=O (tert-Butyloxycarbonyl-O-benzyl-D-serine methyl ester). Isolated yield 95.4%. Reaction SMILES: [C:1]([O:5][C:6]([NH:8][C@@H:9]([C:19]([OH:21])=[O:20])[CH2:10][O:11][CH2:12][C:13]1[CH:18]=[CH:17][CH:16]=[CH:15][CH:14]=1)=[O:7])([CH3:4])([CH3:3])[CH3:2].[C:22](=O)(O)[O-].[Na+].CI>CN(C)C=O>[CH3:22][O:20][C:19](=[O:21])[C@@H:9]([CH2:10][O:11][CH2:12][C:13]1[CH:14]=[CH:15][CH:16]=[CH:17][CH:18]=1)[NH:8][C:6]([O:5][C:1]([CH3:4])([CH3:2])[CH3:3])=[O:7] |f:1.2|. Procedure details: To a solution of t-butyloxycarbonyl-O-benzyl-D-serine (25.0 g, 84.7 mmol) stirring in dimethylformamide (500 mL) at room temperature was added sodium bicarbonate (14.2 g, 169 mmol) followed by methyl iodide (26.4 mL, 424 mmol). After 18 h, the reaction mixture was concentrated to approximately 100 mL. Ethyl acetate was added and the mixture washed with aqueous sodium bicarbonate and brine. The organic extract was dried and concentrated to give the desired compound (25 g, 96%) as a light yellow o... Reactants: ClC1=CC=CC=C1 (chlorobenzene), [N+](=O)([O-])C1=CC=C(C(=O)O)C=C1 (4-nitrobenzoic acid), ClC1=C(C(=O)O)C=CC(=C1)[N+](=O)[O-] (2-chloro-4-nitrobenzoic acid). The solvent is C1=CC=CC=C1 (benzene). Yields the product ClC1=CC=C(C=C1)C(C1=CC=C(C=C1)[N+](=O)[O-])=O (4'-chloro-4-nitrobenzophenone). Yield: 36.0%. As a reaction SMILES: [Cl:1][C:2]1[CH:7]=[CH:6][CH:5]=[CH:4][CH:3]=1.[N+:8]([C:11]1[CH:19]=[CH:18][C:14]([C:15](O)=[O:16])=[CH:13][CH:12]=1)([O-:10])=[O:9].ClC1C=C([N+]([O-])=O)C=CC=1C(O)=O>C1C=CC=CC=1>[Cl:1][C:2]1[CH:7]=[CH:6][C:5]([C:15](=[O:16])[C:14]2[CH:13]=[CH:12][C:11]([N+:8]([O-:10])=[O:9])=[CH:19][CH:18]=2)=[CH:4][CH:3]=1. Procedure: The procedure of Example 21 is repeated in every detail except that a chlorobenzene solution of 4-nitrobenzoic acid is employed in lieu of a benzene solution of 2-chloro-4-nitrobenzoic acid to obtain a 36% yield of 4'-chloro-4-nitrobenzophenone having a melting point equal to 100° C. to 101° C. RXN SMILES: [CH3:1][O:2][C:3]1[CH:22]=[CH:21][C:20]([N+:23]([O-])=O)=[CH:19][C:4]=1[C:5]([NH:7][CH2:8][C:9]1[CH:14]=[CH:13][C:12]([C:15]([F:18])([F:17])[F:16])=[CH:11][CH:10]=1)=[O:6]>[Pd].C(OCC)(=O)C>[NH2:23][C:20]1[CH:21]=[CH:22][C:3]([O:2][CH3:1])=[C:4]([CH:19]=1)[C:5]([NH:7][CH2:8][C:9]1[CH:10]=[CH:11][C:12]([C:15]([F:17])([F:18])[F:16])=[CH:13][CH:14]=1)=[O:6]. The product is NC=1C=CC(=C(C(=O)NCC2=CC=C(C=C2)C(F)(F)F)C1)OC (5-Amino-2-methoxy-N-[[4-(trifluoromethyl)phenyl]methyl]-benzamide). Run in C(C)(=O)OCC (ethyl acetate). Yield: 92.8%. The reagents and catalysts are [Pd] (palladium on activated carbon). Conditions: time 5 hour. Procedure: 2-Methoxy-5-nitro-N-[[4-(trifluoromethyl)phenyl]methyl]-benzamide (14.6 g, 41.2 mmol) and 146 ml of ethyl acetate were mixed and, after 10% palladium on activated carbon (2.6 g) was added, the mixture was stirred for 5 hours at room temperature. Catalyst was filtered, washed with ethyl acetate, and the reaction mixture was concentrated. The residue was recrystallized from a mixed solvent of n-hexane with ethyl acetate to obtain 12.4 g (93%) of the title compound as colorless crystals. Starting materials: COC1=C(C(=O)NCC2=CC=C(C=C2)C(F)(F)F)C=C(C=C1)[N+](=O)[O-] (2-Methoxy-5-nitro-N-[[4-(trifluoromethyl)phenyl]methyl]-benzamide).